This data is from the Open Reaction Database (ORD), a public repository of structured organic reaction records. The task is: describe an organic reaction: reactants, conditions, products, and yield Starting materials: FC1=CC(=C(C#N)C=C1)C(F)(F)F (4-Fluoro-2-(trifluoromethyl)benzonitrile), IC1=CC=C(C=C1)O (4-iodophenol), C([O-])([O-])=O.[Na+].[Na+] (sodium carbonate). Solvent: CN(C)C=O (DMF), O (water). Product: IC1=CC=C(OC2=CC(=C(C#N)C=C2)C(F)(F)F)C=C1 (4-(4-iodophenoxy)-2-(trifluoromethyl)benzonitrile). Isolated yield 68.7%. RXN SMILES: F[C:2]1[CH:9]=[CH:8][C:5]([C:6]#[N:7])=[C:4]([C:10]([F:13])([F:12])[F:11])[CH:3]=1.[I:14][C:15]1[CH:20]=[CH:19][C:18]([OH:21])=[CH:17][CH:16]=1.C(=O)([O-])[O-].[Na+].[Na+]>CN(C=O)C.O>[I:14][C:15]1[CH:20]=[CH:19][C:18]([O:21][C:2]2[CH:9]=[CH:8][C:5]([C:6]#[N:7])=[C:4]([C:10]([F:13])([F:12])[F:11])[CH:3]=2)=[CH:17][CH:16]=1 |f:2.3.4|. Reported procedure: 4-Fluoro-2-(trifluoromethyl)benzonitrile (53 g, 280.4 mmol, AK Scientific) was treated with 4-iodophenol (61.7 g, 280.4 mmol, Aldrich) and sodium carbonate (44.6 g, 420.6 mmol) in 90 mL anhydrous DMF at 100° C. for 20 hours. The reaction mixture was diluted with 250 mL water and extracted with 2×200 mL EtOAc. The combined organic layers were dried over sodium sulfate and concentrated under reduced pressure to give 4-(4-iodophenoxy)-2-(trifluoromethyl)benzonitrile as a white solid (75 g, 69%). 1H... The reactants are N=1N=NN2C1C=CC(=C2)[C@H]2OC2 ((R)-2-(tetrazolo[1,5-a]pyrid-6-yl)oxirane), C(C)(C)(CC)N (tert amylamine). Run in C(C)O (ethanol). Yields the product CC(CC)(C)NC[C@H](O)C=1C=CC=2N(C1)N=NN2 ((R)-α-[[(1,1-Dimethylpropyl)amino]methyl]tetrazolo [1,5-a]pyridine-6-methanol). Yield: 96.1%. As a reaction SMILES: [N:1]1[N:2]=[N:3][N:4]2[CH:9]=[C:8]([C@@H:10]3[CH2:12][O:11]3)[CH:7]=[CH:6][C:5]=12.[C:13]([NH2:18])([CH2:16][CH3:17])([CH3:15])[CH3:14]>C(O)C>[CH3:14][C:13]([NH:18][CH2:12][C@@H:10]([C:8]1[CH:7]=[CH:6][C:5]2[N:4]([N:3]=[N:2][N:1]=2)[CH:9]=1)[OH:11])([CH3:15])[CH2:16][CH3:17]. Procedure details: A solution of 250 mg (1.54 mmol) of (R)-2-(tetrazolo[1,5-a]pyrid-6-yl)oxirane and 663 mg (7.61 mmol) of tert amylamine in 0.6 ml of absolute ethanol in a pressure tube was heated at 100° C. (bath temperature) for two hours. The reaction mixture was concentrated under reduced pressure to yield 369 mg of crude product which was used in the next reaction without further purification.